From a dataset of the Open Reaction Database (ORD), a public repository of structured organic reaction records. describe an organic reaction: reactants, conditions, products, and yield Starting materials: O=C[C@H](O)[C@@H](O)[C@H](O)[C@H](O)CO (glucose), [H][H] (hydrogen). Yields the product O=C[C@H](O)[C@@H](O)[C@H](O)[C@H](O)CO (glucose), OC[C@H](O)[C@@H](O)[C@H](O)[C@H](O)CO (sorbitol). As a reaction SMILES: [O:1]=[CH:2][C@@H:3]([C@H:5]([C@@H:7]([C@@H:9]([CH2:11][OH:12])[OH:10])[OH:8])[OH:6])[OH:4].[H][H]>>[O:1]=[CH:2][C@@H:3]([C@H:5]([C@@H:7]([C@@H:9]([CH2:11][OH:12])[OH:10])[OH:8])[OH:6])[OH:4].[OH:12][CH2:11][C@@H:9]([C@H:7]([C@@H:5]([C@@H:3]([CH2:2][OH:1])[OH:4])[OH:6])[OH:8])[OH:10]. Procedure: A repeat of the above experiment using the same type of catalyst and a feed comprising 50% aqueous glucose solution with a pressure of 2000 psi of hydrogen resulted in a 98% conversion of glucose with a 98% selectivity to sorbitol. Reactants: ClC=1C=C(C(=NC1)OC1=CC=C(C=C1)O)F (4-(5-chloro-3-fluoropyridin-2-yloxy)phenol), C(#N)N(C(C(C)Br)=O)C (2-bromopropionic acid N-cyano-N-methylamide), C([O-])([O-])=O.[K+].[K+] (potassium carbonate). Reagents/catalysts: [I-].[K+] (potassium iodide). Run in C(C)#N (acetonitrile). Conditions: temperature 80 celsius. The product is C(#N)N(C(C(C)OC1=CC=C(C=C1)OC1=NC=C(C=C1F)Cl)=O)C (2-[4-(5-chloro-3-fluoropyridin-2-yloxy)phenoxy]propionic acid N-cyano-N-methylamide). Isolated yield 87.2%. RXN SMILES: [Cl:1][C:2]1[CH:3]=[C:4]([F:16])[C:5]([O:8][C:9]2[CH:14]=[CH:13][C:12]([OH:15])=[CH:11][CH:10]=2)=[N:6][CH:7]=1.[C:17]([N:19]([CH3:25])[C:20](=[O:24])[CH:21](Br)[CH3:22])#[N:18].C(=O)([O-])[O-].[K+].[K+]>C(#N)C.[I-].[K+]>[C:17]([N:19]([CH3:25])[C:20](=[O:24])[CH:21]([O:15][C:12]1[CH:11]=[CH:10][C:9]([O:8][C:5]2[C:4]([F:16])=[CH:3][C:2]([Cl:1])=[CH:7][N:6]=2)=[CH:14][CH:13]=1)[CH3:22])#[N:18] |f:2.3.4,6.7|. Procedure: 48.0 g (0.20 mole) of 4-(5-chloro-3-fluoropyridin-2-yloxy)phenol and 38.2 g (0.20 mole) of 2-bromopropionic acid N-cyano-N-methylamide are dissolved in 400 ml of acetonitrile. 35.9 g (0.26 mole) of potassium carbonate and 0.33 g (0.002 mole) of potassium iodide are added to the solution and the reaction mixture is heated for 13 hours at 80° C. The precipitate is removed by filtration, the filtrate is concentrated by evaporation and the residue is taken up in 500 ml of methlyene chloride. The sol... Starting materials: O (H2O), C(C)OC(=O)C=1N=C(SC1)C1=CC=C(C=C1)OC (2-(4-Methoxy-phenyl)-thiazole-4-carboxylic acid ethyl ester), O.[OH-].[Li+] (lithium hydroxide monohydrate), Cl (HCl). The solvent is C1CCOC1 (THF). Run at time 15 hour. Product: COC1=CC=C(C=C1)C=1SC=C(N1)C(=O)O (2-(4-Methoxy-phenyl)-thiazole-4-carboxylic acid), [Cl-].[NH4+] (ammonium chloride salt). RXN SMILES: C([O:3][C:4]([C:6]1[N:7]=[C:8]([C:11]2[CH:16]=[CH:15][C:14]([O:17][CH3:18])=[CH:13][CH:12]=2)[S:9][CH:10]=1)=[O:5])C.O.[OH-].[Li+].O.[ClH:23]>C1COCC1>[CH3:18][O:17][C:14]1[CH:13]=[CH:12][C:11]([C:8]2[S:9][CH:10]=[C:6]([C:4]([OH:5])=[O:3])[N:7]=2)=[CH:16][CH:15]=1.[Cl-:23].[NH4+:7] |f:1.2.3,8.9|. Procedure details: A mixture of 2-(4-Methoxy-phenyl)-thiazole-4-carboxylic acid ethyl ester and lithium hydroxide monohydrate (2.0 mmol, 84 mg) was diluted with a 2:1 mixture of THF:H2O (6 mL), and the resulting reaction was allowed to stir at room temperature for about 15 hours. The reaction mixture was then acidified using aqueous HCl (1 M, 10 mL), then dried via lyophilization to provide 2-(4-Methoxy-phenyl)-thiazole-4-carboxylic acid as an ammonium chloride salt. HPLC-MS RT. 1.37 minutes; mass calculated for f...